Dataset: the Open Reaction Database (ORD), a public repository of structured organic reaction records. Task: describe an organic reaction: reactants, conditions, products, and yield Starting materials: CCOC(=O)CC1OB(O)c2cc(OC3CCCCO3)cc(OCc3ccccc3)c21, C1CCOC1, CCOC(C)=O, Cl. Yields the product CCOC(=O)CC1OB(O)c2cc(O)cc(OCc3ccccc3)c21. Reaction SMILES: [CH2:1]([CH3:2])[O:3][C:4]([CH2:5][CH:6]1[c:7]2[c:8]([cH:12][c:13]([O:24][CH:25]3[CH2:26][CH2:27][CH2:28][CH2:29][O:30]3)[cH:14][c:15]2[O:16][CH2:17][c:18]2[cH:19][cH:20][cH:21][cH:22][cH:23]2)[B:9]([OH:11])[O:10]1)=[O:31].[CH2:33]1[O:34][CH2:35][CH2:36][CH2:37]1.[CH3:38][CH2:39][O:40][C:41](=[O:42])[CH3:43].[ClH:32]>>[CH2:1]([CH3:2])[O:3][C:4]([CH2:5][CH:6]1[c:7]2[c:8]([cH:12][c:13]([OH:24])[cH:14][c:15]2[O:16][CH2:17][c:18]2[cH:19][cH:20][cH:21][cH:22][cH:23]2)[B:9]([OH:11])[O:10]1)=[O:31]. Starting materials: CCOC(=O)CBr, CCOC(=O)C1CCCCCC1=O, Cc1ccccc1, [H-], [H][H], [I-], [Na+], [Na+], O. Yields the product CCOC(=O)CC1(C(=O)OCC)CCCCCC1=O. Reaction SMILES: [Br:20][CH2:21][C:22](=[O:23])[O:24][CH2:25][CH3:26].[C:1](=[O:2])([O:3][CH2:4][CH3:5])[CH:6]1[C:7](=[O:13])[CH2:8][CH2:9][CH2:10][CH2:11][CH2:12]1.[CH3:27][c:28]1[cH:29][cH:30][cH:31][cH:32][cH:33]1.[H-:16].[H:18][H:19].[I-:15].[Na+:14].[Na+:17].[OH2:34]>>[C:1](=[O:2])([O:3][CH2:4][CH3:5])[C:6]1([CH2:21][C:22](=[O:23])[O:24][CH2:25][CH3:26])[C:7](=[O:13])[CH2:8][CH2:9][CH2:10][CH2:11][CH2:12]1. Reactants: CC(c1ccc(Br)cc1)N1CCC(CC(C)(C)O)(c2ccc(F)cc2)OC1=O, Cc1cc(B(O)O)ccn1. Product: Cc1cc(-c2ccc(C(C)N3CCC(CC(C)(C)O)(c4ccc(F)cc4)OC3=O)cc2)ccn1. RXN SMILES: [Br:1][c:2]1[cH:3][cH:4][c:5]([CH:8]([CH3:9])[N:10]2[C:11](=[O:28])[O:12][C:13]([CH2:16][C:17]([CH3:18])([CH3:19])[OH:20])([c:21]3[cH:22][cH:23][c:24]([F:27])[cH:25][cH:26]3)[CH2:14][CH2:15]2)[cH:6][cH:7]1.[CH3:29][c:30]1[n:31][cH:32][cH:33][c:34]([B:36]([OH:37])[OH:38])[cH:35]1>>[c:2]1(-[c:34]2[cH:33][cH:32][n:31][c:30]([CH3:29])[cH:35]2)[cH:3][cH:4][c:5]([CH:8]([CH3:9])[N:10]2[C:11](=[O:28])[O:12][C:13]([CH2:16][C:17]([CH3:18])([CH3:19])[OH:20])([c:21]3[cH:22][cH:23][c:24]([F:27])[cH:25][cH:26]3)[CH2:14][CH2:15]2)[cH:6][cH:7]1. Starting materials: C(CCCC)C1=CC=C(CN)C=C1 (4-pentylbenzylamine), C(C)(=O)O.NCC1=CC2=C(OC(OC2=O)(C)C)C=C1 (6-(aminomethyl)-2,2-dimethyl-4H-1,3-benzodioxin-4-one acetate), ClCC=1SC=C(N1)C(=O)Cl (2-(chloromethyl)-1,3-thiazole-4-carbonyl chloride), C1(=CC=CC=C1)/C=C/C(=O)Cl ((2E)-3-phenylacryloyl chloride). Yields the product OC1=C(C(=O)O)C=C(C=C1)CN(C(\C=C\C1=CC=CC=C1)=O)CC=1SC=C(N1)C(=O)NCC1=CC=C(C=C1)CCCCC (2-hydroxy-5-({[(4-{[(4-pentylbenzyl)amino]carbonyl}-1,3-thiazol-2-yl)methyl][(2E)-3-phenylprop-2-enoyl]amino}methyl)benzoic acid). As a reaction SMILES: [CH2:1]([C:6]1[CH:13]=[CH:12][C:9]([CH2:10][NH2:11])=[CH:8][CH:7]=1)[CH2:2][CH2:3][CH2:4][CH3:5].Cl[CH2:15][C:16]1[S:17][CH:18]=[C:19]([C:21](Cl)=[O:22])[N:20]=1.[C:24]1(/[CH:30]=[CH:31]/[C:32](Cl)=[O:33])[CH:29]=[CH:28][CH:27]=[CH:26][CH:25]=1.C(O)(=O)C.[NH2:39][CH2:40][C:41]1[CH:53]=[CH:52][C:44]2[O:45]C(C)(C)[O:47][C:48](=[O:49])[C:43]=2[CH:42]=1>>[OH:45][C:44]1[CH:52]=[CH:53][C:41]([CH2:40][N:39]([CH2:15][C:16]2[S:17][CH:18]=[C:19]([C:21]([NH:11][CH2:10][C:9]3[CH:12]=[CH:13][C:6]([CH2:1][CH2:2][CH2:3][CH2:4][CH3:5])=[CH:7][CH:8]=3)=[O:22])[N:20]=2)[C:32](=[O:33])/[CH:31]=[CH:30]/[C:24]2[CH:29]=[CH:28][CH:27]=[CH:26][CH:25]=2)=[CH:42][C:43]=1[C:48]([OH:49])=[O:47] |f:3.4|. Procedure details: The title compound was prepared following the procedure A using 4-pentylbenzylamine, 2-(chloromethyl)-1,3-thiazole-4-carbonyl chloride, (2E)-3-phenylacryloyl chloride and 6-(aminomethyl)-2,2-dimethyl-4H-1,3-benzodioxin-4-one acetate. M+(ESI): 598.4 Starting materials: CC(C)(C)OC(=O)C(Cc1ccc(O)cc1)NC(=O)OCC1c2ccccc2-c2ccccc21, OCc1ccncc1. The product is CC(C)(C)OC(=O)C(Cc1ccc(OCc2ccncc2)cc1)NC(=O)OCC1c2ccccc2-c2ccccc21. RXN SMILES: [C:1]([CH3:2])([CH3:3])([CH3:4])[O:5][C:6]([CH:7]([CH2:8][c:9]1[cH:10][cH:11][c:12]([OH:15])[cH:13][cH:14]1)[NH:16][C:17](=[O:18])[O:19][CH2:20][CH:21]1[c:22]2[cH:23][cH:24][cH:25][cH:26][c:27]2-[c:28]2[cH:29][cH:30][cH:31][cH:32][c:33]21)=[O:34].[n:35]1[cH:36][cH:37][c:38]([CH2:41][OH:42])[cH:39][cH:40]1>>[C:1]([CH3:2])([CH3:3])([CH3:4])[O:5][C:6]([CH:7]([CH2:8][c:9]1[cH:10][cH:11][c:12]([O:15][CH2:41][c:38]2[cH:37][cH:36][n:35][cH:40][cH:39]2)[cH:13][cH:14]1)[NH:16][C:17](=[O:18])[O:19][CH2:20][CH:21]1[c:22]2[cH:23][cH:24][cH:25][cH:26][c:27]2-[c:28]2[cH:29][cH:30][cH:31][cH:32][c:33]21)=[O:34]. The reactants are resultant mixture, CO (methanol), [OH-].[K+] (potassium hydroxide), Cl.C(C)C1=CC=C(C=C1)CNC1=C(C=C(C(=O)C2=CN(C3=CC=CC=C23)CCCC(=O)OCC)C=C1)OCCCN1CCN(CC1)C1=C(C=CC=C1)OC (Ethyl 4-{3-{4-(4-ethylphenyl)methylamino-3-{3-[4-(2-methoxyphenyl)piperazin-1-yl]propoxy}benzoyl}indol-1-yl}butanoate hydrochloride). Run in O1CCCC1 (tetrahydrofuran). Yields the product Cl.C(C)C1=CC=C(C=C1)CNC1=C(C=C(C(=O)C2=CN(C3=CC=CC=C23)CCCC(=O)O)C=C1)OCCCN1CCN(CC1)C1=C(C=CC=C1)OC (4-{3-{4-(4-ethylphenyl)methylamino-3-{3-[4-(2-methoxyphenyl)piperazin-1-yl]propoxy}benzoyl}indol-1-yl}butanoate hydrochloride). Isolated yield 86.0%. As a reaction SMILES: [ClH:1].[CH2:2]([C:4]1[CH:9]=[CH:8][C:7]([CH2:10][NH:11][C:12]2[CH:36]=[CH:35][C:15]([C:16]([C:18]3[C:26]4[C:21](=[CH:22][CH:23]=[CH:24][CH:25]=4)[N:20]([CH2:27][CH2:28][CH2:29][C:30]([O:32]CC)=[O:31])[CH:19]=3)=[O:17])=[CH:14][C:13]=2[O:37][CH2:38][CH2:39][CH2:40][N:41]2[CH2:46][CH2:45][N:44]([C:47]3[CH:52]=[CH:51][CH:50]=[CH:49][C:48]=3[O:53][CH3:54])[CH2:43][CH2:42]2)=[CH:6][CH:5]=1)[CH3:3].CO.[OH-].[K+]>O1CCCC1>[ClH:1].[CH2:2]([C:4]1[CH:9]=[CH:8][C:7]([CH2:10][NH:11][C:12]2[CH:36]=[CH:35][C:15]([C:16]([C:18]3[C:26]4[C:21](=[CH:22][CH:23]=[CH:24][CH:25]=4)[N:20]([CH2:27][CH2:28][CH2:29][C:30]([OH:32])=[O:31])[CH:19]=3)=[O:17])=[CH:14][C:13]=2[O:37][CH2:38][CH2:39][CH2:40][N:41]2[CH2:46][CH2:45][N:44]([C:47]3[CH:52]=[CH:51][CH:50]=[CH:49][C:48]=3[O:53][CH3:54])[CH2:43][CH2:42]2)=[CH:6][CH:5]=1)[CH3:3] |f:0.1,3.4,6.7|. Procedure details: Ethyl 4-{3-{4-(4-ethylphenyl)methylamino-3-{3-[4-(2-methoxyphenyl)piperazin-1-yl]propoxy}benzoyl}indol-1-yl}butanoate hydrochloride (40.8 g) was dissolved in tetrahydrofuran (200 ml), and methanol (200 ml) and potassium hydroxide (11.3 g) were added to the solution. The resultant mixture was refluxed for one hour and 30 minutes. The reaction mixture was cooled and concentrated under reduced pressure. Water (1.2 l) was added to dilute the residue, and the resultant solution was poured into 1N hyd... The reactants are C1(=CC=C(C=C1)S(=O)(=O)O)C.N1=CC=CC=C1 (Pyridine toluene 4-sulphonate), BrCCCCCCCCCCCO (11-Bromo-1-undecanol), O1CCCC=C1 (3,4-dihydro-2H-pyrane). Run at time 8 hour. Product: BrCCCCCCCCCCCOC1OCCCC1 (11-Bromo-1(tetrahydro-2-pyranyloxy) Undecane). RXN SMILES: C1(C)C=CC(S(O)(=O)=O)=CC=1.N1C=CC=CC=1.[Br:18][CH2:19][CH2:20][CH2:21][CH2:22][CH2:23][CH2:24][CH2:25][CH2:26][CH2:27][CH2:28][CH2:29][OH:30].[O:31]1[CH:36]=[CH:35][CH2:34][CH2:33][CH2:32]1>>[Br:18][CH2:19][CH2:20][CH2:21][CH2:22][CH2:23][CH2:24][CH2:25][CH2:26][CH2:27][CH2:28][CH2:29][O:30][CH:32]1[CH2:33][CH2:34][CH2:35][CH2:36][O:31]1 |f:0.1|. Procedure: Pyridine toluene 4-sulphonate (1,0 g, 4,0 mmol) and 11-Bromo-1-undecanol (10,0 g, 400 mmol) were dissolved in dry CH2CH2 (200 ml) at ambient temperature, and 3,4-dihydro-2H-pyrane (5,0 g, 60 mmol) was added. The reaction mixture was stirred overnight. The crude product was purified by flash chromatography on silica gel eluted with CH2Cl2. The yield of 11-Bromo-1(tetrahydro-2-pyranyloxy)undecane was 10,7 g (80%). Starting materials: [H-].[Al+3].[Li+].[H-].[H-].[H-] (lithium aluminum hydride), ClC1=CC2=C(C=3CCC(NC3CC2)=O)C=C1 (8-chloro-1,4,5,6-tetrahydrobenzo[f]quinolin-3(2H)-one), [OH-].[Na+] (sodium hydroxide). The solvent is O1CCCC1 (tetrahydrofuran). Reaction conditions: time 30 minute. Product: ClC1=CC2=C(C=3CCCNC3CC2)C=C1 (8-chloro-1,2,3,4,5,6-hexahydrobenzo[f]quinoline). RXN SMILES: [H-].[Al+3].[Li+].[H-].[H-].[H-].[Cl:7][C:8]1[CH:22]=[CH:21][C:11]2[C:12]3[CH2:13][CH2:14][C:15](=O)[NH:16][C:17]=3[CH2:18][CH2:19][C:10]=2[CH:9]=1.[OH-].[Na+]>O1CCCC1>[Cl:7][C:8]1[CH:22]=[CH:21][C:11]2[C:12]3[CH2:13][CH2:14][CH2:15][NH:16][C:17]=3[CH2:18][CH2:19][C:10]=2[CH:9]=1 |f:0.1.2.3.4.5,7.8|. Reported procedure: 147 g (1.94 mol) of lithium aluminum hydride were suspended in 4 l of tetrahydrofuran under argon, 454 g (1.94 mol) of 8-chloro-1,4,5,6-tetrahydrobenzo[f]quinolin-3(2H)-one were slowly added thereto and the mixture was boiled under reflux for 2.5 hours. The mixture was then cooled, 470 ml of 18 percent sodium hydroxide solution were added thereto, the resulting mixture was stirred at room temperature for 30 minutes, filtered and the filter residue was washed with tetrahydrofuran. Upon evaporatio...